From a dataset of the Open Reaction Database (ORD), a public repository of structured organic reaction records. describe an organic reaction: reactants, conditions, products, and yield The reactants are crude product, C1(=CC=CC=C1)N1N=C(CC1C1=CC(=CC=C1)CCC)N (1-phenyl-5-(3-propylphenyl)-4,5-dihydro-1H-pyrazol-3-ylamine). The solvent is C1(=CC=CC=C1)C (toluene). Conditions: time 8 hour. Product: C1(=CC=CC=C1)N1N=C(C=C1C1=CC(=CC=C1)CCC)N (1-Phenyl-5-(3-propylphenyl)-1H-pyrazol-3-ylamine). The yield is 47.0%. Reaction SMILES: [C:1]1([N:7]2[CH:11]([C:12]3[CH:17]=[CH:16][CH:15]=[C:14]([CH2:18][CH2:19][CH3:20])[CH:13]=3)[CH2:10][C:9]([NH2:21])=[N:8]2)[CH:6]=[CH:5][CH:4]=[CH:3][CH:2]=1>C1(C)C=CC=CC=1>[C:1]1([N:7]2[C:11]([C:12]3[CH:17]=[CH:16][CH:15]=[C:14]([CH2:18][CH2:19][CH3:20])[CH:13]=3)=[CH:10][C:9]([NH2:21])=[N:8]2)[CH:6]=[CH:5][CH:4]=[CH:3][CH:2]=1. Procedure details: To a solution of the crude product of 1-phenyl-5-(3-propylphenyl)-4,5-dihydro-1H-pyrazol-3-ylamine (18.6 g) in toluene (185 ml) was added activated carbon (pH5 to 8, 9.29 g), and the mixture was stirred overnight under oxygen atmosphere at reflux. This reaction solution was cooled to room temperature, and then the activated carbon was filtered off through Celite, and eluted with ethyl acetate. This filtrate was concentrated under reduced pressure, the resulting residue was dissolved in toluene (... Reactants: ClC1=CC=C(N=N1)CC1=C(C=CC=C1)OC (2-(6-Chloro-3-pyridazinylmethyl)anisole), ice water, CC(=O)C (acetone), B(Br)(Br)Br (Boron tribromide). The solvent is ClCCl (dichloromethane). Product: ClC1=CC=C(N=N1)CC1=C(C=CC=C1)O (2-(6-chloro-3-pyridazinylmethyl)-phenol). The yield is 79.2%. RXN SMILES: [Cl:1][C:2]1[N:7]=[N:6][C:5]([CH2:8][C:9]2[CH:14]=[CH:13][CH:12]=[CH:11][C:10]=2[O:15]C)=[CH:4][CH:3]=1.B(Br)(Br)Br.CC(C)=O>ClCCl>[Cl:1][C:2]1[N:7]=[N:6][C:5]([CH2:8][C:9]2[CH:14]=[CH:13][CH:12]=[CH:11][C:10]=2[OH:15])=[CH:4][CH:3]=1. Procedure: 2-(6-Chloro-3-pyridazinylmethyl)anisole (prepared as described in Example 33(c)) (2.35 g) was dissolved in dry dichloromethane (20 ml) and cooled with stirring to -50°. Boron tribromide (3 ml) was then added dropwise, and the solution was allowed to warm to room temperature. After 0.5 hours the orange reaction mixture was poured into ice/water (200 ml) and acetone added to dissolve the precipitated solid. The mixture was extracted with dichloromethane, the organic extracts were separated, washed... The reactants are I.CSC(NC1=C(C=CC=C1)N1CCOCC1)=N (2-methyl-1-(2-morpholinophenyl)-2-thiopseudourea hydroiodide), CSCCN (2-methylthioethylamine). Run in C(C)O (ethanol). Product: CSCCNC(=NC1=C(C=CC=C1)N1CCOCC1)N (1-(2-methylthioethyl)-2-(2-morpholinophenyl)guanidine). RXN SMILES: I.CS[C:4](=[NH:18])[NH:5][C:6]1[CH:11]=[CH:10][CH:9]=[CH:8][C:7]=1[N:12]1[CH2:17][CH2:16][O:15][CH2:14][CH2:13]1.[CH3:19][S:20][CH2:21][CH2:22][NH2:23]>C(O)C>[CH3:19][S:20][CH2:21][CH2:22][NH:23][C:4]([NH2:18])=[N:5][C:6]1[CH:11]=[CH:10][CH:9]=[CH:8][C:7]=1[N:12]1[CH2:13][CH2:14][O:15][CH2:16][CH2:17]1 |f:0.1|. Procedure details: A mixture of 2-methyl-1-(2-morpholinophenyl)-2-thiopseudourea hydroiodide (1.7 g) prepared as described in Example 166, 2-methylthioethylamine (1.8 g) and ethanol (25 ml) was heated at 90°-95° C. for 22 hours to give 1-(2-methylthioethyl)-2-(2-morpholinophenyl)guanidine (m.p. 115°-116° C.) which was recrystallised from hexane. Starting materials: COC1=C(C(=O)NC2=C(C=C(C=C2)C=2CCN(CC2)CCNC)[N+](=O)[O-])C=CC=C1 (2-methoxy-N-(4-(1-(2-(methylamino)ethyl)-1,2,3,6-tetrahyd ropyridin-4-yl)-2-nitrophenyl)benzamide). Reagents/catalysts: [Zn] (Zinc). Solvent: CO (MeOH), C(C)(=O)O (Acetic Acid). Conditions: time 1 hour. The product is NC1=C(C=CC(=C1)C=1CCN(CC1)CCNC)NC(C1=C(C=CC=C1)OC)=O (N-(2-amino-4-(1-(2-(methylamino)ethyl)-1,2,3,6-tetrahydropyridin-4-yl)phenyl)-2-methoxybenzamide). Yield: 26.7%. As a reaction SMILES: [CH3:1][O:2][C:3]1[CH:30]=[CH:29][CH:28]=[CH:27][C:4]=1[C:5]([NH:7][C:8]1[CH:13]=[CH:12][C:11]([C:14]2[CH2:15][CH2:16][N:17]([CH2:20][CH2:21][NH:22][CH3:23])[CH2:18][CH:19]=2)=[CH:10][C:9]=1[N+:24]([O-])=O)=[O:6]>CO.C(O)(=O)C.[Zn]>[NH2:24][C:9]1[CH:10]=[C:11]([C:14]2[CH2:19][CH2:18][N:17]([CH2:20][CH2:21][NH:22][CH3:23])[CH2:16][CH:15]=2)[CH:12]=[CH:13][C:8]=1[NH:7][C:5](=[O:6])[C:4]1[CH:27]=[CH:28][CH:29]=[CH:30][C:3]=1[O:2][CH3:1]. Procedure details: To a solution of 203 (143.9 mg, 0.225 mmol) in MeOH (4.5 mL) and Acetic Acid (1.1 mL) at room temperature was added Zinc dust (85 mg, 1.307 mmol). The solution was stirred 1 h and then filtered and concentrated and the crude residue was purified by flash chromatography (10 to 30% MeOH in DCM) and the material was further triturated with hexane to afford 205 (30 mg, 0.060 mmol, 27%) as a yellow solid. LRMS (ESI): calc. 380.2, found 381.2 (MH)+. 1H-NMR (CDCl3+CD3OD) δ(ppm): 8.15 (dd, J=8.0, 2.2 Hz...